Dataset: the Open Reaction Database (ORD), a public repository of structured organic reaction records. Task: describe an organic reaction: reactants, conditions, products, and yield Reactants: C1(=CC=CC=C1)CC(NC(=O)OCC1=CC=CC=C1)P(O)=O ([2-phenyl-1-[(phenylmethoxy)carbonyl]aminoethyl]phosphinic acid), BrC1=CC=C(C=C1)CC(C(=O)OCC)=C (ethyl 4-bromo-α-methylenebenzenepropanoate). The product is BrC1=CC=C(C=C1)CC(C(=O)OCC)CP(=O)(C(CC1=CC=CC=C1)NC(=O)OCC1=CC=CC=C1)O (Ethyl 3-(4-bromophenyl)-2-[[hydroxy[2-phenyl-1-[[(phenylmethoxy)carbonyl]amino]ethyl]phosphinyl]methyl]propanoate). Yield: 84.1%. Reaction SMILES: [C:1]1([CH2:7][CH:8]([PH:20](=[O:22])[OH:21])[NH:9][C:10]([O:12][CH2:13][C:14]2[CH:19]=[CH:18][CH:17]=[CH:16][CH:15]=2)=[O:11])[CH:6]=[CH:5][CH:4]=[CH:3][CH:2]=1.[Br:23][C:24]1[CH:29]=[CH:28][C:27]([CH2:30][C:31](=[CH2:37])[C:32]([O:34][CH2:35][CH3:36])=[O:33])=[CH:26][CH:25]=1>>[Br:23][C:24]1[CH:25]=[CH:26][C:27]([CH2:30][CH:31]([CH2:37][P:20]([OH:21])([CH:8]([NH:9][C:10]([O:12][CH2:13][C:14]2[CH:15]=[CH:16][CH:17]=[CH:18][CH:19]=2)=[O:11])[CH2:7][C:1]2[CH:2]=[CH:3][CH:4]=[CH:5][CH:6]=2)=[O:22])[C:32]([O:34][CH2:35][CH3:36])=[O:33])=[CH:28][CH:29]=1. Procedure details: The process is performed according to the operating conditions described in 1.6., starting with 2 g (6.27 mmol) of [2-phenyl-1-[(phenylmethoxy)carbonyl]aminoethyl]phosphinic acid synthesized in 1.4. and 2 g (7.44 mol) of ethyl 4-bromo-α-methylenebenzenepropanoate. 3.1 g of product are recovered (yield=84.1%) The reactants are CC(C)NCC1CCNC1, CC#N, O=C(O)c1cn(C2CC2)c2nc(Cl)c(F)cc2c1=O, C1CCC2=NCCCN2CC1. Yields the product CC(C)NCC1CCN(c2nc3c(cc2F)c(=O)c(C(=O)O)cn3C2CC2)C1. RXN SMILES: [CH3:20][CH:21]([CH3:22])[NH:23][CH2:24][CH:25]1[CH2:26][NH:27][CH2:28][CH2:29]1.[CH3:41][C:42]#[N:43].[Cl:1][c:2]1[c:3]([F:19])[cH:4][c:5]2[c:6](=[O:18])[c:7]([C:15](=[O:16])[OH:17])[cH:8][n:9]([CH:12]3[CH2:13][CH2:14]3)[c:10]2[n:11]1.[N:30]12[CH2:31][CH2:32][CH2:33][N:34]=[C:35]1[CH2:36][CH2:37][CH2:38][CH2:39][CH2:40]2>>[c:2]1([N:27]2[CH2:26][CH:25]([CH2:24][NH:23][CH:21]([CH3:20])[CH3:22])[CH2:29][CH2:28]2)[c:3]([F:19])[cH:4][c:5]2[c:6](=[O:18])[c:7]([C:15](=[O:16])[OH:17])[cH:8][n:9]([CH:12]3[CH2:13][CH2:14]3)[c:10]2[n:11]1.